This data is from the Open Reaction Database (ORD), a public repository of structured organic reaction records. The task is: describe an organic reaction: reactants, conditions, products, and yield Starting materials: OCCCC=1C=CC=C2C=CNC12 (7-hydroxypropyl-1H-indole), N1C=NC=C1 (imidazole), [Si](C)(C)(C(C)(C)C)Cl (tert-butyldimethylsilyl chloride). Reaction SMILES: [OH:1][CH2:2][CH2:3][CH2:4][C:5]1[CH:6]=[CH:7][CH:8]=[C:9]2[C:13]=1[NH:12][CH:11]=[CH:10]2.N1C=CN=C1.[Si:19](Cl)([C:22]([CH3:25])([CH3:24])[CH3:23])([CH3:21])[CH3:20]>C(Cl)Cl>[Si:19]([O:1][CH2:2][CH2:3][CH2:4][C:5]1[CH:6]=[CH:7][CH:8]=[C:9]2[C:13]=1[NH:12][CH:11]=[CH:10]2)([C:22]([CH3:25])([CH3:24])[CH3:23])([CH3:21])[CH3:20]. Procedure details: To a solution of 7-hydroxypropyl-1H-indole (4.45 g, 25.4 mmol) in methylene chloride (50 mL), was added imidazole (2.31 g, 34.0 mmol), followed by tert-butyldimethylsilyl chloride (5.44 g, 36.1 mmol). The reaction mixture was stirred at room temperature for 12 h, filtered and concentrated to a brown oil. Flash chromatography (SiO2, 10% EtOAc/hexanes) gave the title compound (4.9 g, 66%) as a colorless oil. 1H NMR (300 MHz, CDCl3) 9.38 (bs, 1H), 7.54 (m, 1H), 7.22 (m, 1H), 7.18–6.06 (m, 2H), 6.60... Product: EtOAc hexanes, [Si](C)(C)(C(C)(C)C)OCCCC=1C=CC=C2C=CNC12 (7-[3-(tert-Butyldimethylsilyloxy)propyl]-1H-indole). Solvent: C(Cl)Cl (methylene chloride). Yield: 66.6%. Conditions: time 12 hour. Reactants: FC(C1=CC(=C(C=C1F)B1OC(C(O1)(C)C)(C)C)OC)F (2-(4-(difluoromethyl)-5-fluoro-2-methoxyphenyl)-4,4,5,5-tetramethyl-1,3,2-dioxaborolane), BrC1=CC=C2C(=NC=NC2=C1)Cl (7-bromo-4-chloroquinazoline), C([O-])([O-])=O.[K+].[K+] (potassium carbonate), O (water). Reagents/catalysts: C1=CC=C(C=C1)P([C-]2C=CC=C2)C3=CC=CC=C3.C1=CC=C(C=C1)P([C-]2C=CC=C2)C3=CC=CC=C3.Cl[Pd]Cl.[Fe+2].C(Cl)Cl (PdCl2(dppf) CH2Cl2). Solvent: O1CCOCC1 (dioxane), C(Cl)Cl (DCM). Conditions: time 8 hour. Product: BrC1=CC=C2C(=NC=NC2=C1)C1=C(C=C(C(=C1)F)C(F)F)OC (7-BROMO-4-(4-(DIFLUOROMETHYL)-5-FLUORO-2-METHOXYPHENYL)QUINAZOLINE). RXN SMILES: [F:1][CH:2]([F:21])[C:3]1[C:8]([F:9])=[CH:7][C:6](B2OC(C)(C)C(C)(C)O2)=[C:5]([O:19][CH3:20])[CH:4]=1.[Br:22][C:23]1[CH:32]=[C:31]2[C:26]([C:27](Cl)=[N:28][CH:29]=[N:30]2)=[CH:25][CH:24]=1.C(=O)([O-])[O-].[K+].[K+].O>O1CCOCC1.C(Cl)Cl.C1C=CC(P(C2C=CC=CC=2)[C-]2C=CC=C2)=CC=1.C1C=CC(P(C2C=CC=CC=2)[C-]2C=CC=C2)=CC=1.Cl[Pd]Cl.[Fe+2].C(Cl)Cl>[Br:22][C:23]1[CH:32]=[C:31]2[C:26]([C:27]([C:6]3[CH:7]=[C:8]([F:9])[C:3]([CH:2]([F:1])[F:21])=[CH:4][C:5]=3[O:19][CH3:20])=[N:28][CH:29]=[N:30]2)=[CH:25][CH:24]=1 |f:2.3.4,8.9.10.11.12|. Procedure details: A solution of PdCl2(dppf)-CH2Cl2 adduct (0.101 g, 0.123 mmol), 2-(4-(difluoromethyl)-5-fluoro-2-methoxyphenyl)-4,4,5,5-tetramethyl-1,3,2-dioxaborolane (Intermediate SSSSS; 1.365 g, 4.52 mmol), 7-bromo-4-chloroquinazoline (Synnovator, 1.000 g, 4.11 mmol), and potassium carbonate (2.270 g, 16.43 mmol) in 12 mL dioxane was treated with 4 mL water and was allowed to stir at room temperature overnight. LC/MS showed mostly product, so the reaction mixture was diluted with DCM and filtered through a pl... Reactants: NC(=O)C1=C(C(=C(OCCCOC2=C(C3=C(C=CC(O3)C(=O)OC)C=C2)CCC)C=C1)CC1CC1)O (Methyl 7-[3-[4-(aminocarbonyl)-2-(cyclopropylmethyl)-3hydroxyphenoxy]propoxy]-8-propyl-2H-1-benzopyran-2carboxylate), crude product, C(C)(=O)OCC.CCCCCC (ethyl acetate hexane). The product is NC(=O)C1=C(C(=C(OCCCOC2=C(C3=C(C=CC(O3)C(=O)OC)C=C2)CCC)C=C1)CC1CC1)OC (Methyl 7-[3-[4-(aminocarbonyl)-2-(cyclopropylmethyl)-3methoxyphenoxy]propoxy]-8-propyl-2H-1-benzopyran-2carboxylate). As a reaction SMILES: [NH2:1][C:2]([C:4]1[CH:31]=[CH:30][C:7]([O:8][CH2:9][CH2:10][CH2:11][O:12][C:13]2[CH:26]=[CH:25][C:16]3[CH:17]=[CH:18][CH:19]([C:21]([O:23][CH3:24])=[O:22])[O:20][C:15]=3[C:14]=2[CH2:27][CH2:28][CH3:29])=[C:6]([CH2:32][CH:33]2[CH2:35][CH2:34]2)[C:5]=1[OH:36])=[O:3].[C:37](OCC)(=O)C.CCCCCC>>[NH2:1][C:2]([C:4]1[CH:31]=[CH:30][C:7]([O:8][CH2:9][CH2:10][CH2:11][O:12][C:13]2[CH:26]=[CH:25][C:16]3[CH:17]=[CH:18][CH:19]([C:21]([O:23][CH3:24])=[O:22])[O:20][C:15]=3[C:14]=2[CH2:27][CH2:28][CH3:29])=[C:6]([CH2:32][CH:33]2[CH2:35][CH2:34]2)[C:5]=1[O:36][CH3:37])=[O:3] |f:1.2|. Reported procedure: The compound of Example 67 is exposed to the conditions described in Example 25. Chromatography of the crude product on silica gel using ethyl acetate/hexane, (3:7) as eluant affords the product. Starting materials: COC1=C(C=CC=C1[N+](=O)[O-])B1OC(C(O1)(C)C)(C)C (2-(2-methoxy-3-nitro-phenyl)-4,4,5,5-tetramethyl-[1,3,2]dioxaborolane), BrC1=CC=C(S1)C(=O)O (5-bromothiophene-2-carboxylic acid), C([O-])([O-])=O.[Na+].[Na+] (sodium carbonate). Reagents/catalysts: C=1C=CC(=CC1)[P](C=2C=CC=CC2)(C=3C=CC=CC3)[Pd]([P](C=4C=CC=CC4)(C=5C=CC=CC5)C=6C=CC=CC6)([P](C=7C=CC=CC7)(C=8C=CC=CC8)C=9C=CC=CC9)[P](C=1C=CC=CC1)(C=1C=CC=CC1)C=1C=CC=CC1 (tetrakis(triphenylphosphine)palladium). The solvent is O1CCOCC1 (1,4-dioxane), O (water). The product is COC1=C(C=CC=C1[N+](=O)[O-])C1=CC=C(S1)C(=O)O (5-(2-methoxy-3-nitro-phenyl)thiophene-2-carboxylic acid). Isolated yield 85.6%. RXN SMILES: [CH3:1][O:2][C:3]1[C:8]([N+:9]([O-:11])=[O:10])=[CH:7][CH:6]=[CH:5][C:4]=1B1OC(C)(C)C(C)(C)O1.Br[C:22]1[S:26][C:25]([C:27]([OH:29])=[O:28])=[CH:24][CH:23]=1.C(=O)([O-])[O-].[Na+].[Na+]>O1CCOCC1.O.C1C=CC([P]([Pd]([P](C2C=CC=CC=2)(C2C=CC=CC=2)C2C=CC=CC=2)([P](C2C=CC=CC=2)(C2C=CC=CC=2)C2C=CC=CC=2)[P](C2C=CC=CC=2)(C2C=CC=CC=2)C2C=CC=CC=2)(C2C=CC=CC=2)C2C=CC=CC=2)=CC=1>[CH3:1][O:2][C:3]1[C:8]([N+:9]([O-:11])=[O:10])=[CH:7][CH:6]=[CH:5][C:4]=1[C:22]1[S:26][C:25]([C:27]([OH:29])=[O:28])=[CH:24][CH:23]=1 |f:2.3.4,^1:46,48,67,86|. Reported procedure: 2-(2-Methoxy-3-nitro-phenyl)-4,4,5,5-tetramethyl-[1,3,2]dioxaborolane 6a (10 g, 35.85 mmol), 5-bromothiophene-2-carboxylic acid (6.68 g, 32.2 mmol), tetrakis(triphenylphosphine)palladium (2.07 g, 1.79 mmol) and sodium carbonate (7.59 g, 71.6 mmol) were dissolved in the solvent mixture of 200 mL of 1,4-dioxane and 30 mL of water. The reaction mixture was heated to reflux for 1 hour. The reaction was monitored by TLC until the disappearance of the starting materials. The mixture was filtered and t...